This data is from the Open Reaction Database (ORD), a public repository of structured organic reaction records. The task is: describe an organic reaction: reactants, conditions, products, and yield Reactants: ice, C1(=CCCC1)C(CCCC#N)C (5-(cyclopent-1-enyl)-hexanenitrile), C1(CCCC1)C(CCCC#N)(C)O (5-cyclopentyl-5-hydroxyhexanenitrile), S(O)(O)(=O)=O (sulphuric acid). Run in C(C)(=O)O (acetic acid), CC(C)(C)OC (MTBE). Reaction conditions: temperature 5 celsius, time 1 hour. The product is C1(CCCC1)=C(CCCC#N)C (5-cyclopentylidene-hexanenitrile). Yield: 12.9%. As a reaction SMILES: [CH:1]1([C:6](O)([CH3:12])[CH2:7][CH2:8][CH2:9][C:10]#[N:11])[CH2:5][CH2:4][CH2:3][CH2:2]1.S(=O)(=O)(O)O.C1(C(C)CCCC#N)CCCC=1>C(O)(=O)C.CC(OC)(C)C>[C:1]1(=[C:6]([CH3:12])[CH2:7][CH2:8][CH2:9][C:10]#[N:11])[CH2:5][CH2:4][CH2:3][CH2:2]1. Reported procedure: Crude 5-cyclopentyl-5-hydroxyhexanenitrile (18 g; 0.1 mol) from example 13(a) was added into a solution of sulphuric acid (15 ml) in acetic acid (150 ml). The reaction mixture was stirred at 5° C. for 1 hour, then poured into ice (100 g), diluted with MTBE (100 ml), washed with saturated sodium bicarbonate solution (5×300 ml) and brine (2×300 ml), dried (MgSO4), concentrated in vacuo, and bulb-to-bulb distilled to give 2.1 g (13% yield) of 5-cyclopentylidene-hexanenitrile and 5-(cyclopent-1-enyl...